Dataset: the Open Reaction Database (ORD), a public repository of structured organic reaction records. Task: describe an organic reaction: reactants, conditions, products, and yield The reactants are Cc1cc(Br)ccn1, CO, O, O=S(=O)(O)O. The product is Cc1cc(Br)cc(CO)n1. Reaction SMILES: [Br:1][c:2]1[cH:3][c:4]([CH3:8])[n:5][cH:6][cH:7]1.[CH3:9][OH:10].[OH2:16].[S:11](=[O:12])(=[O:13])([OH:14])[OH:15]>>[Br:1][c:2]1[cH:3][c:4]([CH3:8])[n:5][c:6]([CH2:9][OH:10])[cH:7]1. Reactants: Cc1ccc2c(N3CCNCC3)ccc(F)c2n1, CS(=O)(=O)OCCc1cccc([N+](=O)[O-])c1, CN(C)C=O, CCN(C(C)C)C(C)C. Product: Cc1ccc2c(N3CCN(CCc4cccc([N+](=O)[O-])c4)CC3)ccc(F)c2n1. Reaction SMILES: [CH3:10][c:11]1[n:12][c:13]2[c:14]([F:27])[cH:15][cH:16][c:17]([N:21]3[CH2:22][CH2:23][NH:24][CH2:25][CH2:26]3)[c:18]2[cH:19][cH:20]1.[CH3:28][S:29]([O:30][CH2:33][CH2:34][c:35]1[cH:36][c:37]([N+:41](=[O:42])[O-:43])[cH:38][cH:39][cH:40]1)(=[O:31])=[O:32].[CH3:44][N:45]([CH3:46])[CH:47]=[O:48].[CH:1]([N:2]([CH2:3][CH3:4])[CH:5]([CH3:6])[CH3:7])([CH3:8])[CH3:9]>>[CH3:10][c:11]1[n:12][c:13]2[c:14]([F:27])[cH:15][cH:16][c:17]([N:21]3[CH2:22][CH2:23][N:24]([CH2:33][CH2:34][c:35]4[cH:36][c:37]([N+:41](=[O:42])[O-:43])[cH:38][cH:39][cH:40]4)[CH2:25][CH2:26]3)[c:18]2[cH:19][cH:20]1. The reactants are [OH-].[Na+] (sodium hydroxide), C1(CC1)C(=O)Cl (cyclopropylcarbonyl chloride), N1CCC2(CC1)OC1=C(C2)C=CC=C1 (2,3-dihydrospiro[benzofuran-2,4'-piperidine]), O (water). Run in N1=CC=CC=C1 (pyridine). Reaction conditions: time 60 hour. Yields the product C1(CC1)C(=O)N1CCC2(CC1)OC1=C(C2)C=CC=C1 (2,3-dihydro-1'-cyclopropylcarbonylspiro[benzofuran-2,4'-piperidine]). As a reaction SMILES: [CH:1]1([C:4](Cl)=[O:5])[CH2:3][CH2:2]1.[NH:7]1[CH2:12][CH2:11][C:10]2([CH2:16][C:15]3[CH:17]=[CH:18][CH:19]=[CH:20][C:14]=3[O:13]2)[CH2:9][CH2:8]1.O.[OH-].[Na+]>N1C=CC=CC=1>[CH:1]1([C:4]([N:7]2[CH2:12][CH2:11][C:10]3([CH2:16][C:15]4[CH:17]=[CH:18][CH:19]=[CH:20][C:14]=4[O:13]3)[CH2:9][CH2:8]2)=[O:5])[CH2:3][CH2:2]1 |f:3.4|. Procedure details: 1.8 g of cyclopropylcarbonyl chloride are added dropwise to a stirred solution at 0° C. of 3.2 g of 2,3-dihydrospiro[benzofuran-2,4'-piperidine] in 50 ml of pyridine. After total addition the reaction is stirred for 60 hours at ambient temperature and then heated at reflux for 3 hours. Thereafter, the reaction mixture is successively permitted to cool to ambient temperature, poured into 500 ml of water, basified with 20% sodium hydroxide and the solvent is removed under reduced pressure. The res... The reactants are N1CCCCC1 (piperidine), C([O-])([O-])=O.[Na+].[Na+] (sodium carbonate), ClCCCOC1=CC=C(C(=O)OCC)C=C1 (ethyl 4-(3-chloropropoxy)benzoate). The reagents and catalysts are [I-].[K+] (potassium iodide). Solvent: C(CCC)O (1-butanol), CCOC(=O)C (EtOAc). Yields the product N1(CCCCC1)CCCOC1=CC=C(C(=O)OCC)C=C1 (Ethyl 4-(3-Piperidin-1-ylpropoxy)benzoate). As a reaction SMILES: Cl[CH2:2][CH2:3][CH2:4][O:5][C:6]1[CH:16]=[CH:15][C:9]([C:10]([O:12][CH2:13][CH3:14])=[O:11])=[CH:8][CH:7]=1.[NH:17]1[CH2:22][CH2:21][CH2:20][CH2:19][CH2:18]1.C(=O)([O-])[O-].[Na+].[Na+]>C(O)CCC.CCOC(C)=O.[I-].[K+]>[N:17]1([CH2:2][CH2:3][CH2:4][O:5][C:6]2[CH:16]=[CH:15][C:9]([C:10]([O:12][CH2:13][CH3:14])=[O:11])=[CH:8][CH:7]=2)[CH2:22][CH2:21][CH2:20][CH2:19][CH2:18]1 |f:2.3.4,7.8|. Procedure details: A stirred mixture of ethyl 4-(3-chloropropoxy)benzoate (4.73 g) (D. A. Walsh et al J. Med. Chem. 1989, 32(1), 105), piperidine (2.9 ml), sodium carbonate (3.1 g) and potassium iodide (162 mg) in 1-butanol (50 ml) was heated at 105° C. for 16 h. The reaction was cooled to rt, diluted with EtOAc (100 ml), washed with water (3×50 ml), saturated brine (50 ml), dried (MgSO4) and evaporated to give the title compound (D1) (6.88 g). MS electrospray (+ion) 292 (MH+). 1H NMR δ (CDCl3): 7.98 (2H, d, J=8.8... Reactants: C(#N)C1=CC=C(C=C1)CCN1CCC2(OC2)CC1 (1-[2-(4-cyanophenyl)ethyl]piperidin-4-spiro-2′-oxirane), OC1=CC=C(C=O)C=C1 (4-hydroxybenzaldehyde), C([O-])([O-])=O.[K+].[K+] (potassium carbonate), C1COCCOCCOCCOCCOCCO1 (18-crown-6). Solvent: CN(C=O)C (dimethylformamide). Procedure: The compound (10.0 g) obtained in Step 3 of Example 1 and 4-hydroxybenzaldehyde (5.04 g) were dissolved in anhydrous dimethylformamide (55 mL), and to the mixture was added potassium carbonate (28.5 g) and 18-crown-6 (1.09 g) at room temperature under nitrogen atmosphere and the mixture was heated at 100° C. for five hours. After allowing to cool, insoluble matter was removed by filtration and washed with ethyl acetate (300 mL). The filtrate was cooled with ice-water and water (150 mL) was added... As a reaction SMILES: [C:1]([C:3]1[CH:8]=[CH:7][C:6]([CH2:9][CH2:10][N:11]2[CH2:18][CH2:17][C:14]3([CH2:16][O:15]3)[CH2:13][CH2:12]2)=[CH:5][CH:4]=1)#[N:2].[OH:19][C:20]1[CH:27]=[CH:26][C:23]([CH:24]=[O:25])=[CH:22][CH:21]=1.C(=O)([O-])[O-].[K+].[K+].C1OCCOCCOCCOCCOCCOC1>CN(C)C=O>[C:1]([C:3]1[CH:4]=[CH:5][C:6]([CH2:9][CH2:10][N:11]2[CH2:18][CH2:17][C:14]([CH2:16][O:19][C:20]3[CH:27]=[CH:26][C:23]([CH:24]=[O:25])=[CH:22][CH:21]=3)([OH:15])[CH2:13][CH2:12]2)=[CH:7][CH:8]=1)#[N:2] |f:2.3.4|. The yield is 84.4%. The product is C(#N)C1=CC=C(C=C1)CCN1CCC(CC1)(O)COC1=CC=C(C=C1)C=O (1-[2-(4-cyanophenyl)ethyl]-4-(4-formylphenoxymethyl)piperidin-4-ol). Run at temperature 100 celsius. The reactants are C(C)(=O)N1C(C(C2=CC=CC=C12)=C(C1=CC=CC=C1)Cl)=O (1-acetyl-3-(1-chloro-1-phenyl-methylidene)-2-indolinone), COC=1C=C(N)C=CC1 (3-methoxyaniline), [OH-].[Na+] (sodium hydroxide). The solvent is C1CCOC1 (THF). Yields the product COC=1C=C(C=CC1)N\C(\C1=CC=CC=C1)=C\1/C(NC2=CC=CC=C12)=O ((Z)-3-[1-(3-methoxy-phenylamino)-1-phenyl-methylidene]-2-indolinone). Reaction SMILES: C([N:4]1[C:12]2[C:7](=[CH:8][CH:9]=[CH:10][CH:11]=2)[C:6](=[C:13](Cl)[C:14]2[CH:19]=[CH:18][CH:17]=[CH:16][CH:15]=2)[C:5]1=[O:21])(=O)C.[CH3:22][O:23][C:24]1[CH:25]=[C:26]([CH:28]=[CH:29][CH:30]=1)[NH2:27].[OH-].[Na+]>C1COCC1>[CH3:22][O:23][C:24]1[CH:25]=[C:26]([NH:27]/[C:13](=[C:6]2\[C:5](=[O:21])[NH:4][C:12]3[C:7]\2=[CH:8][CH:9]=[CH:10][CH:11]=3)/[C:14]2[CH:15]=[CH:16][CH:17]=[CH:18][CH:19]=2)[CH:28]=[CH:29][CH:30]=1 |f:2.3|. Procedure details: Prepared analogously to Example 2 from 1-acetyl-3-(1-chloro-1-phenyl-methylidene)-2-indolinone and 3-methoxyaniline in THF and subsequent treatment with sodium hydroxide solution. The reactants are O=C([O-])[O-], CCOC(C)=O, CN(C)C=O, Clc1cnc(Cl)c(Cl)c1, COCC1COC(=O)N1c1ccc(C(=O)N2CCNCC2)cc1F, [K+], [K+]. Product: COCC1COC(=O)N1c1ccc(C(=O)N2CCN(c3ncc(Cl)cc3Cl)CC2)cc1F. As a reaction SMILES: [C:34](=[O:35])([O-:36])[O-:37].[CH3:40][CH2:41][O:42][C:43](=[O:44])[CH3:45].[CH3:46][N:47]([CH3:48])[CH:49]=[O:50].[Cl:25][c:26]1[n:27][cH:28][c:29]([Cl:33])[cH:30][c:31]1[Cl:32].[F:1][c:2]1[c:3]([N:16]2[C:17](=[O:24])[O:18][CH2:19][CH:20]2[CH2:21][O:22][CH3:23])[cH:4][cH:5][c:6]([C:8](=[O:9])[N:10]2[CH2:11][CH2:12][NH:13][CH2:14][CH2:15]2)[cH:7]1.[K+:38].[K+:39]>>[F:1][c:2]1[c:3]([N:16]2[C:17](=[O:24])[O:18][CH2:19][CH:20]2[CH2:21][O:22][CH3:23])[cH:4][cH:5][c:6]([C:8](=[O:9])[N:10]2[CH2:11][CH2:12][N:13]([c:26]3[n:27][cH:28][c:29]([Cl:33])[cH:30][c:31]3[Cl:32])[CH2:14][CH2:15]2)[cH:7]1. Starting materials: COC1=C(CCl)C=C(C=C1)OC (2,5-dimethoxybenzyl chloride), N1(CCNCC1)C(=S)SC (methyl 1-piperazinecarbodithioate), C([O-])([O-])=O.[Na+].[Na+] (sodium carbonate). Solvent: C(C)O (ethanol). Product: COC1=C(CN2CCN(CC2)C(=S)SC)C=C(C=C1)OC (methyl 4-(2,5-dimethoxybenzyl)-1-piperazinecarbodithioate). Isolated yield 31.9%. Reaction SMILES: [CH3:1][O:2][C:3]1[CH:10]=[CH:9][C:8]([O:11][CH3:12])=[CH:7][C:4]=1[CH2:5]Cl.[N:13]1([C:19]([S:21][CH3:22])=[S:20])[CH2:18][CH2:17][NH:16][CH2:15][CH2:14]1.C(=O)([O-])[O-].[Na+].[Na+]>C(O)C>[CH3:1][O:2][C:3]1[CH:10]=[CH:9][C:8]([O:11][CH3:12])=[CH:7][C:4]=1[CH2:5][N:16]1[CH2:17][CH2:18][N:13]([C:19]([S:21][CH3:22])=[S:20])[CH2:14][CH2:15]1 |f:2.3.4|. Reported procedure: In a nitrogen atmosphere, 2.20 g (11.8 mmol.) of 2,5-dimethoxybenzyl chloride, 2.19 g (11.8 mmol.) of methyl 1-piperazinecarbodithioate, 1.25 g (11.8 mmol.) of anhydrous sodium carbonate and 15 ml of ethanol were mixed and refluxed under heating for 18 hours. Insolubles were removed by filtration. The solvent of the filtrate was distilled off under reduced pressure. To the residue were added 15 ml of dichloromethane and 15 ml of water. The organic solvent portion was taken out, washed with 15 ml... Starting materials: CCCCOc1ccccc1N, CN(CCCl)CCCl, Clc1ccccc1, Cl. Yields the product CCCCOc1ccccc1N1CCN(C)CC1. As a reaction SMILES: [CH2:1]([CH2:2][CH2:3][CH3:4])[O:5][c:6]1[c:7]([NH2:12])[cH:8][cH:9][cH:10][cH:11]1.[CH3:14][N:15]([CH2:16][CH2:17][Cl:21])[CH2:19][CH2:20][Cl:18].[Cl:22][c:23]1[cH:24][cH:25][cH:26][cH:27][cH:28]1.[ClH:13]>>[CH2:1]([CH2:2][CH2:3][CH3:4])[O:5][c:6]1[c:7]([N:12]2[CH2:17][CH2:16][N:15]([CH3:14])[CH2:19][CH2:20]2)[cH:8][cH:9][cH:10][cH:11]1. Starting materials: COC=1C=C2C(=NC=NC2=CC1OC)N1CCC(CC1)N1C(NC2=C(C=CC=C2C1=O)C)=O (3-[1-(6,7-dimethoxy-4-quinazolinyl)-4-piperidinyl]-1,2,3,4-tetrahydro-8-methyl-2,4-dioxoquinazoline), COC=1C=C2C(=NC=NC2=CC1OC)N1CCC(CC1)N1C(NC2=C(C=CC=C2C1=O)C)=O (3-[1-(6,7-dimethoxy-4-quinazolinyl)-4-piperidinyl]-1,2,3,4-tetrahydro-8-methyl-2,4-dioxoquinazoline), COC=1C=C2C(=NC=NC2=CC1OC)N1CCC(CC1)N1C(NC2=CC=C(C=C2C1=O)[N+](=O)[O-])=O (3-[1-(6,7-dimethoxy-4-quinazolinyl)-4-piperidinyl]-1,2,3,4-tetrahydro-6-nitro-2,4-dioxoquinazoline). Yields the product COC=1C=C2C(=NC=NC2=CC1OC)N1CCC(CC1)N1C(N(C2=C(C=CC=C2C1=O)C)C)=O (3-[1-(6,7-Dimethoxy-4-quinazolinyl)-4-piperidinyl]-1,2,3,4-tetrahydro-1,8-dimethyl-2,4-dioxoquinazoline). Yield: 61.0%. Reaction SMILES: [CH3:1][O:2][C:3]1[CH:4]=[C:5]2[C:10](=[CH:11][C:12]=1[O:13][CH3:14])[N:9]=[CH:8][N:7]=[C:6]2[N:15]1[CH2:20][CH2:19][CH:18]([N:21]2[C:30](=[O:31])[C:29]3[C:24](=[C:25]([CH3:32])[CH:26]=[CH:27][CH:28]=3)[NH:23][C:22]2=[O:33])[CH2:17][CH2:16]1.[CH3:34]OC1C=C2C(=CC=1OC)N=CN=C2N1CCC(N2C(=O)C3C(=CC=C([N+]([O-])=O)C=3)NC2=O)CC1>>[CH3:1][O:2][C:3]1[CH:4]=[C:5]2[C:10](=[CH:11][C:12]=1[O:13][CH3:14])[N:9]=[CH:8][N:7]=[C:6]2[N:15]1[CH2:16][CH2:17][CH:18]([N:21]2[C:30](=[O:31])[C:29]3[C:24](=[C:25]([CH3:32])[CH:26]=[CH:27][CH:28]=3)[N:23]([CH3:34])[C:22]2=[O:33])[CH2:19][CH2:20]1. Procedure details: The procedure similar to that described in Example 1 was repeated, except that 300 mg (0.67 mmol) of 3-[1-(6,7-dimethoxy-4-quinazolinyl)-4-piperidinyl]-1,2,3,4-tetrahydro-8-methyl-2,4-dioxoquinazoline (Compound 101) obtained in Reference Example 12 was used in place of Compound 24. As a result, 185.2 mg (yield: 61%) of Compound 59 was obtained as white crystals.